This data is from the Open Reaction Database (ORD), a public repository of structured organic reaction records. The task is: describe an organic reaction: reactants, conditions, products, and yield Reactants: FC(C=1C=C2C=NNC2=C(C1)C(=O)OC)(F)F (Methyl 5-(trifluoromethyl)-1H-indazole-7-carboxylate), NC1=C(C(=O)OC)C=C(C=C1C)OC(F)(F)F (methyl 2-amino-3-methyl-5-(trifluoromethoxy)benzoate). Product: FC(OC=1C=C2C=NNC2=C(C1)C(=O)OC)(F)F (Methyl 5-(trifluoromethoxy)-1H-indazole-7-carboxylate), solid. Isolated yield 83.0%. Reaction SMILES: FC(F)(F)[C:3]1[CH:4]=[C:5]2[C:9](=[C:10]([C:12]([O:14][CH3:15])=[O:13])[CH:11]=1)[NH:8][N:7]=[CH:6]2.NC1C(C)=CC([O:30][C:31]([F:34])([F:33])[F:32])=CC=1C(OC)=O>>[F:32][C:31]([F:34])([F:33])[O:30][C:3]1[CH:4]=[C:5]2[C:9](=[C:10]([C:12]([O:14][CH3:15])=[O:13])[CH:11]=1)[NH:8][N:7]=[CH:6]2. Procedure: The title compound was prepared as in the method of compound 4 from methyl 2-amino-3-methyl-5-(trifluoromethoxy)benzoate to give an off-white solid (0.355 g, 83%). Starting materials: C(=C)[Mg]Br (vinyl magnesium bromide), C(CCCCCCCCCC)=O (undecanal). The solvent is [Cl-].[NH4+] (ammonium chloride). Run at time 6 hour. The product is C=CC(CCCCCCCCCC)O ((+)-Tridec-1-en-3-ol). RXN SMILES: [CH:1]([Mg]Br)=[CH2:2].[CH:5](=[O:16])[CH2:6][CH2:7][CH2:8][CH2:9][CH2:10][CH2:11][CH2:12][CH2:13][CH2:14][CH3:15]>[Cl-].[NH4+]>[CH2:1]=[CH:2][CH:5]([OH:16])[CH2:6][CH2:7][CH2:8][CH2:9][CH2:10][CH2:11][CH2:12][CH2:13][CH2:14][CH3:15] |f:2.3|. Procedure details: To a solution of vinyl magnesium bromide in tetrahydrofuiran (1M, 82.0 mL) at 0° C. was added a solution of undecanal i (7.00 g, 41.1 mmol) in tetrahydrofuiran (25 mnL) in about 10 min. After 6 h at 0° C., saturated ammonium chloride solution (50 mL) was added. The two layers were separated. The water layer was extracted with ether (2×50 mL). The combined organic solutions were dried over anhydrous magnesium sulfate, filtered, and concentrated. The residue was purified by flash chromatography (1... The reactants are N1CCOCC1 (morpholine), C(C)O (ethanol), [H][H] (hydrogen). Reagents/catalysts: [Pd] (palladium black). The solvent is CO (methanol), C(C)(=O)O (acetic acid). The product is C(C)(=O)O.N1CCOCC1 (morpholine acetate). The yield is 82.0%. Reaction SMILES: [NH:1]1[CH2:6][CH2:5][O:4][CH2:3][CH2:2]1.[H][H].C([OH:11])C>C(O)(=O)C.CO.[Pd]>[C:5]([OH:11])(=[O:4])[CH3:6].[NH:1]1[CH2:6][CH2:5][O:4][CH2:3][CH2:2]1 |f:6.7|. Reported procedure: Into a suspension of 1.0 g(0.00186 mole) of 4-[NG -nitro-N2 -(6,7-dimethoxy-2-naphthalenesulfonyl)-L-arginyl]morpholine and 0.1 g of palladium black in 30 ml of ethanol and 10 ml of acetic acid was passed hydrogen gas for 60 hours at room temperature. Upon completion of the reaction, the catalyst was filtered off, and the solvent was evaporated under reduced pressure to give a viscous oily residue, which was taken up in methanol and reprecipitated with ether to afford 4-[N2 -(6,7-dimethoxy-2-nap... The reactants are C(C)(=O)OCC (ethyl acetate), ClC=1C=C2C(=NC1)N(C=C2C2=NC=C(C(=N2)NC2CC(CCC2)=O)F)S(=O)(=O)C2=CC=C(C=C2)C (3-[[2-[5-chloro-1-(p-tolylsulfonyl)pyrrolo[2,3-b]pyridin-3-yl]-5-fluoro-pyrimidin-4-yl]amino]cyclohexanone), 28a, C[Mg]Br (methylmagnesium bromide). The solvent is [NH4+].[Cl-] (NH4Cl), C1CCOC1 (THF). Run at temperature 0 celsius, time 1 hour. The product is ClC=1C=C2C(=NC1)N(C=C2C2=NC=C(C(=N2)NC2C(CCCC2)(O)C)F)S(=O)(=O)C2=CC=CC=C2 ((2-(5-chloro-1-(phenylsulfonyl)-1H-pyrrolo[2,3-b]pyridin-3-yl)-5-fluoropyrimidin-4-ylamino)-1-methylcyclohexanol). RXN SMILES: [Cl:1][C:2]1[CH:3]=[C:4]2[C:10]([C:11]3[N:16]=[C:15]([NH:17][CH:18]4C[CH2:22][CH2:21][C:20](=O)[CH2:19]4)[C:14]([F:25])=[CH:13][N:12]=3)=[CH:9][N:8]([S:26]([C:29]3[CH:34]=[CH:33][C:32](C)=[CH:31][CH:30]=3)(=[O:28])=[O:27])[C:5]2=[N:6][CH:7]=1.C[Mg]Br.C([O:42][CH2:43][CH3:44])(=O)C>C1COCC1.[NH4+].[Cl-]>[Cl:1][C:2]1[CH:3]=[C:4]2[C:10]([C:11]3[N:16]=[C:15]([NH:17][CH:18]4[CH2:19][CH2:20][CH2:21][CH2:22][C:43]4([CH3:44])[OH:42])[C:14]([F:25])=[CH:13][N:12]=3)=[CH:9][N:8]([S:26]([C:29]3[CH:30]=[CH:31][CH:32]=[CH:33][CH:34]=3)(=[O:28])=[O:27])[C:5]2=[N:6][CH:7]=1 |f:4.5|. Procedure details: To a cold (0° C.) solution of 3-[[2-[5-chloro-1-(p-tolylsulfonyl)pyrrolo[2,3-b]pyridin-3-yl]-5-fluoro-pyrimidin-4-yl]amino]cyclohexanone, 28a, (0.47 g, 0.92 mmol) in THF (5 mL) was added methylmagnesium bromide (3.30 ml of 1.4M solution, 4.58 mmol). The reaction mixture was stirred at 0° C. for 1 h. The reaction mixture was diluted with ethyl acetate and aqueous saturated NH4Cl solution. The organic phase was separated, dried (MgSO4), filtered and concentrated in vacuo. The products were purifie... The product is CC(C)CC(C(=O)NN1C(=O)CN(C)C1=S)C(CC=Cc1ccccc1)C(=O)NO. Starting materials: CO, CC(C)CC(C(=O)NN1C(=O)CN(C)C1=S)C(CC=Cc1ccccc1)C(=O)NOC1CCCCO1, O, Cc1ccc(S(=O)(=O)O)cc1. RXN SMILES: [CH3:49][OH:50].[O:1]1[CH2:2][CH2:3][CH2:4][CH2:5][CH:6]1[O:7][NH:8][C:9](=[O:10])[CH:11]([CH2:12][CH:13]=[CH:14][c:15]1[cH:16][cH:17][cH:18][cH:19][cH:20]1)[CH:21]([C:22](=[O:23])[NH:24][N:25]1[C:26](=[S:32])[N:27]([CH3:31])[CH2:28][C:29]1=[O:30])[CH2:33][CH:34]([CH3:35])[CH3:36].[OH2:37].[c:38]1([CH3:39])[cH:40][cH:41][c:42]([S:43]([OH:44])(=[O:45])=[O:46])[cH:47][cH:48]1>>[OH:7][NH:8][C:9](=[O:10])[CH:11]([CH2:12][CH:13]=[CH:14][c:15]1[cH:16][cH:17][cH:18][cH:19][cH:20]1)[CH:21]([C:22](=[O:23])[NH:24][N:25]1[C:26](=[S:32])[N:27]([CH3:31])[CH2:28][C:29]1=[O:30])[CH2:33][CH:34]([CH3:35])[CH3:36].